Dataset: the Open Reaction Database (ORD), a public repository of structured organic reaction records. Task: describe an organic reaction: reactants, conditions, products, and yield Starting materials: CCN=C=NCCCN(C)C, C1COCCN1, C1CCOC1, ClCCl, Cl, COc1cc(C(=O)O)cc([N+](=O)[O-])c1, O, On1nnc2ccccc21. Product: COc1cc(C(=O)N2CCOCC2)cc([N+](=O)[O-])c1. Reaction SMILES: [CH2:16]([N:17]=[C:18]=[N:19][CH2:20][CH2:21][CH2:22][N:23]([CH3:24])[CH3:25])[CH3:26].[CH2:38]1[CH2:39][O:40][CH2:41][CH2:42][NH:43]1.[CH2:44]1[O:45][CH2:46][CH2:47][CH2:48]1.[Cl:49][CH2:50][Cl:51].[ClH:15].[N+:1](=[O:2])([O-:3])[c:4]1[cH:5][c:6]([C:7](=[O:8])[OH:9])[cH:10][c:11]([O:13][CH3:14])[cH:12]1.[OH2:27].[OH:28][n:29]1[c:30]2[cH:31][cH:32][cH:33][cH:34][c:35]2[n:36][n:37]1>>[N+:1](=[O:2])([O-:3])[c:4]1[cH:5][c:6]([C:7](=[O:9])[N:43]2[CH2:38][CH2:39][O:40][CH2:41][CH2:42]2)[cH:10][c:11]([O:13][CH3:14])[cH:12]1. The reactants are [K+].[Br-] (KBr), OC1C(C2=C(OC1(C)C)C=CS2)N2C(CCC2)=O (5,6-dihydro-6-hydroxy-5,5- dimethyl-7-(2-oxopyrrolidin -1-yl)-7H-thieno[3,2-b]pyran), BrC1C(C2=C(OC1(C)C)C=CS2)O (6-Bromo-7-hydroxy-5,6-dihydro-5,5-dimethyl-7H-thieno-[3,2-b]-pyran), [N+](=O)([O-])C1=CC=C(C(=O)N)C=C1 (4-nitrobenzamide), [H-].[Na+] (sodium hydride), oil. Run in O (water), CN(C=O)C (N,N-dimethylformamide). Product: OC1C(C2=C(OC1(C)C)C=CS2)NC(C2=CC=C(C=C2)[N+](=O)[O-])=O (5.6-Dihydro-6-hydroxy-5,5-dimethyl-7-(4-nitrobenzamido)-7H-thieno[3,2-b]pyran). RXN SMILES: BrC1C(C)(C)OC2C=CSC=2C1O.[N+:14]([C:17]1[CH:25]=[CH:24][C:20]([C:21]([NH2:23])=[O:22])=[CH:19][CH:18]=1)([O-:16])=[O:15].[H-].[Na+].[OH:28][CH:29]1[C:34]([CH3:36])([CH3:35])[O:33][C:32]2[CH:37]=[CH:38][S:39][C:31]=2[CH:30]1N1CCCC1=O.[K+].[Br-]>CN(C)C=O.O>[OH:28][CH:29]1[C:34]([CH3:36])([CH3:35])[O:33][C:32]2[CH:37]=[CH:38][S:39][C:31]=2[CH:30]1[NH:23][C:21](=[O:22])[C:20]1[CH:19]=[CH:18][C:17]([N+:14]([O-:16])=[O:15])=[CH:25][CH:24]=1 |f:2.3,5.6|. Procedure details: 6-Bromo-7-hydroxy-5,6-dihydro-5,5-dimethyl-7H-thieno-[3,2-b]-pyran (6.8 g, 25.8 mmol) and 4-nitrobenzamide (10.7 g, 64.5 mmol) were treated with sodium hydride 60% in oil (2.26 g, 56.8 mmol) in N,N-dimethylformamide (110 mL) using the procedure described for the preparation of 5,6-dihydro-6-hydroxy-5,5- dimethyl-7-(2-oxopyrrolidin -1-yl)-7H-thieno[3,2-b]pyran. The reaction mixture was poured into water and extracted into 10% isopropanol in dichloromethane. The solvent was evaporated in vacuo and... The reactants are ONC(OC(C)(C)C)=O (tert-butyl N-hydroxycarbamate), CN(C(=O)Cl)C (dimethyl carbamoyl chloride). Yields the product CN(C(ONC(=O)OC(C)(C)C)=O)C ([(tert-Butoxy)carbonyl]amino N,N-dimethylcarbamate). RXN SMILES: [OH:1][NH:2][C:3](=[O:9])[O:4][C:5]([CH3:8])([CH3:7])[CH3:6].[CH3:10][N:11]([CH3:15])[C:12](Cl)=[O:13]>>[CH3:10][N:11]([CH3:15])[C:12](=[O:13])[O:1][NH:2][C:3]([O:4][C:5]([CH3:8])([CH3:7])[CH3:6])=[O:9]. Procedure details: [(tert-Butoxy)carbonyl]amino N,N-dimethylcarbamate is prepared from tert-butyl N-hydroxycarbamate and dimethyl carbamoyl chloride according to Scheme 1. (2.4 g, 78%), 1H NMR (500 MHz, CHLOROFORM-d) δ ppm 7.82 (1H, br. s.), 3.02 (3H, s), 2.98 (3H, s), 1.49 (9H, s) Reactants: FC1(CCN(CC1)C(=O)C=1NC2=CC=C(C=C2C1)C(=O)N1CCN(CC1)C(C)C)F ((4,4-Difluoro-piperidin-1-yl)-[5-(4-isopropyl-piperazine-1-carbonyl)-1H-indol-2-yl]-methanone), ClC1=CC=C(C=C1)B(O)O (4-chlorphenylboronic acid), N1=CC=CC=C1 (pyridine). Reagents/catalysts: C(C)(=O)[O-].[Cu+2].C(C)(=O)[O-] (copper(II) acetate). The solvent is ClCCl (dichloromethane). Yields the product ClC1=CC=C(C=C1)N1C(=CC2=CC(=CC=C12)C(=O)N1CCN(CC1)C(C)C)C(=O)N1CCC(CC1)(F)F ([1-(4-Chloro-phenyl)-5-(4-isopropyl-piperazine-1-carbonyl)-1H-indol-2-yl]-(4,4-difluoro-piperidin-1-yl)-methanone). Isolated yield 69.0%. Reaction SMILES: [F:1][C:2]1([F:30])[CH2:7][CH2:6][N:5]([C:8]([C:10]2[NH:11][C:12]3[C:17]([CH:18]=2)=[CH:16][C:15]([C:19]([N:21]2[CH2:26][CH2:25][N:24]([CH:27]([CH3:29])[CH3:28])[CH2:23][CH2:22]2)=[O:20])=[CH:14][CH:13]=3)=[O:9])[CH2:4][CH2:3]1.[Cl:31][C:32]1[CH:37]=[CH:36][C:35](B(O)O)=[CH:34][CH:33]=1.N1C=CC=CC=1>ClCCl.C([O-])(=O)C.[Cu+2].C([O-])(=O)C>[Cl:31][C:32]1[CH:37]=[CH:36][C:35]([N:11]2[C:12]3[C:17](=[CH:16][C:15]([C:19]([N:21]4[CH2:22][CH2:23][N:24]([CH:27]([CH3:28])[CH3:29])[CH2:25][CH2:26]4)=[O:20])=[CH:14][CH:13]=3)[CH:18]=[C:10]2[C:8]([N:5]2[CH2:6][CH2:7][C:2]([F:1])([F:30])[CH2:3][CH2:4]2)=[O:9])=[CH:34][CH:33]=1 |f:4.5.6|. Procedure: The title compound was synthesized in analogy to example 66, from (4,4-difluoro-piperidin-1-yl)-[5-(4-isopropyl-piperazine-1-carbonyl)-1H-indol-2-yl]-methanone (example 32), 4-chlorphenylboronic acid, copper(II) acetate and pyridine in dichloromethane, to give the desired product as a colorless foam (69%).